From a dataset of the Open Reaction Database (ORD), a public repository of structured organic reaction records. describe an organic reaction: reactants, conditions, products, and yield Reaction SMILES: [NH2:1][CH2:2][CH2:3][N:4]1[C:13]2[C:8](=[N:9][CH:10]=[C:11]([CH2:14][C:15]3[CH:20]=[CH:19][C:18]([F:21])=[CH:17][CH:16]=3)[CH:12]=2)[C:7]([OH:22])=[C:6]([C:23]([NH:25][CH2:26][CH2:27][O:28][CH2:29][CH3:30])=[O:24])[C:5]1=[O:31].C(N(C(C)C)CC)(C)C.[C:41](OC(=O)C)(=[O:43])[CH3:42].O>CN(C=O)C>[C:41]([NH:1][CH2:2][CH2:3][N:4]1[C:13]2[C:8](=[N:9][CH:10]=[C:11]([CH2:14][C:15]3[CH:16]=[CH:17][C:18]([F:21])=[CH:19][CH:20]=3)[CH:12]=2)[C:7]([OH:22])=[C:6]([C:23]([NH:25][CH2:26][CH2:27][O:28][CH2:29][CH3:30])=[O:24])[C:5]1=[O:31])(=[O:43])[CH3:42]. Reported procedure: A solution of 1-(2-aminoethyl)-N-[2-(ethyloxy)ethyl]-7-[(4-fluorophenyl)methyl]-4-hydroxy-2-oxo-1,2-dihydro-1,5-naphthyridine-3-carboxamide (0.020 g, 0.047 mmol) and diisopropyl ethylamine (0.041 mL, 0.24 mmol) in DMF (5 mL) under nitrogen was treated with acetic anhydride (0.0044 mL, 0.047 mmol) at ambient temperature. The reaction was warmed slightly to solubilize the reacted at ambient temperature for 10 min. Water was added (2 mL) and the reaction was cooled to 0° C. and concentrated in vacu... Run in CN(C)C=O (DMF). Run at temperature 0 celsius. Yields the product C(C)(=O)NCCN1C(C(=C(C2=NC=C(C=C12)CC1=CC=C(C=C1)F)O)C(=O)NCCOCC)=O (1-[2-(Acetylamino)ethyl]-N-[2-(ethyloxy)ethyl]-7-[(4-fluorophenyl)methyl]-4-hydroxy-2-oxo-1,2-dihydro-1,5-naphthyridine-3-carboxamide). Reactants: O (Water), NCCN1C(C(=C(C2=NC=C(C=C12)CC1=CC=C(C=C1)F)O)C(=O)NCCOCC)=O (1-(2-aminoethyl)-N-[2-(ethyloxy)ethyl]-7-[(4-fluorophenyl)methyl]-4-hydroxy-2-oxo-1,2-dihydro-1,5-naphthyridine-3-carboxamide), C(C)(C)N(CC)C(C)C (diisopropyl ethylamine), C(C)(=O)OC(C)=O (acetic anhydride). The reactants are COCCOC, CC1(C)OB(c2ccc(N)cc2)OC1(C)C, CCO, CS(=O)(=O)Cc1cc(N2CCOCC2)nc(Cl)n1, [Na+], [Na+], O=C([O-])[O-], CN(C)C=O, O. Yields the product CS(=O)(=O)Cc1cc(N2CCOCC2)nc(-c2ccc(N)cc2)n1. As a reaction SMILES: [CH3:19][O:20][CH2:21][CH2:22][O:23][CH3:24].[CH3:25][C:26]1([CH3:27])[C:28]([CH3:29])([CH3:30])[O:31][B:32]([c:33]2[cH:34][cH:35][c:36]([NH2:37])[cH:38][cH:39]2)[O:40]1.[CH3:53][CH2:54][OH:55].[Cl:1][c:2]1[n:3][c:4]([N:13]2[CH2:14][CH2:15][O:16][CH2:17][CH2:18]2)[cH:5][c:6]([CH2:8][S:9](=[O:10])(=[O:11])[CH3:12])[n:7]1.[Na+:41].[Na+:42].[O-:43][C:44](=[O:45])[O-:46].[O:47]=[CH:48][N:49]([CH3:50])[CH3:51].[OH2:52]>>[c:2]1(-[c:33]2[cH:34][cH:35][c:36]([NH2:37])[cH:38][cH:39]2)[n:3][c:4]([N:13]2[CH2:14][CH2:15][O:16][CH2:17][CH2:18]2)[cH:5][c:6]([CH2:8][S:9](=[O:10])(=[O:11])[CH3:12])[n:7]1. Reactants: O=S1(=O)CCCC1, ClC(Cl)Cl, Cl, Cl, CC(c1c[nH]cn1)C(N)CO, O=S(Cl)Cl. Yields the product Cl, Cl, CC(c1c[nH]cn1)C(N)CCl. RXN SMILES: [CH2:18]1[S:19](=[O:20])(=[O:21])[CH2:22][CH2:23][CH2:24]1.[CH:14]([Cl:15])([Cl:16])[Cl:17].[ClH:1].[ClH:2].[NH2:3][CH:4]([CH2:5][OH:6])[CH:7]([CH3:8])[c:9]1[n:10][cH:11][nH:12][cH:13]1.[S:25]([Cl:26])([Cl:27])=[O:28]>>[ClH:15].[ClH:1].[NH2:3][CH:4]([CH:7]([CH3:8])[c:9]1[n:10][cH:11][nH:12][cH:13]1)[CH2:14][Cl:17]. Reactants: COc1ccc(CN2C(=O)C(CO)C2S(=O)(=O)C(C)(C)C)c(OC)c1, CC#N, [K+], [K+], [K+], [K+], O=P([O-])([O-])O, O=S(=O)([O-])OOS(=O)(=O)[O-]. Product: CC(C)(C)S(=O)(=O)C1NC(=O)C1CO. As a reaction SMILES: [CH3:1][O:2][c:3]1[cH:4][c:5]([O:20][CH3:21])[cH:22][cH:23][c:24]1[CH2:25][N:6]1[C:7](=[O:19])[CH:8]([CH2:17][OH:18])[CH:9]1[S:10](=[O:11])(=[O:12])[C:13]([CH3:14])([CH3:15])[CH3:16].[CH3:45][C:46]#[N:47].[K+:36].[K+:37].[K+:43].[K+:44].[P:38]([O-:39])([O-:40])([OH:41])=[O:42].[S:26]([O:27][O:28][S:29]([O-:30])(=[O:31])=[O:32])([O-:33])(=[O:34])=[O:35]>>[NH:6]1[C:7](=[O:19])[CH:8]([CH2:17][OH:18])[CH:9]1[S:10](=[O:11])(=[O:12])[C:13]([CH3:14])([CH3:15])[CH3:16]. The reactants are O=C1NN=C(C=C1C1CCN(CC1)C(=O)OCC1=CC=CC=C1)C1=CC=CC=C1 (benzyl 4-(3-oxo-6-phenyl-2,3-dihydropyridazin-4-yl)piperidine-1-carboxylate). The reagents and catalysts are [Pd] (Palladium). The solvent is C(C)O (ethanol). Run at time 24 hour. Yields the product C1(=CC=CC=C1)C=1C=C(C(NN1)=O)C1CCNCC1 (6-Phenyl-4-piperidin-4-ylpyridazin-3(2H)-one). The yield is 98.5%. RXN SMILES: [O:1]=[C:2]1[C:7]([CH:8]2[CH2:13][CH2:12][N:11](C(OCC3C=CC=CC=3)=O)[CH2:10][CH2:9]2)=[CH:6][C:5]([C:24]2[CH:29]=[CH:28][CH:27]=[CH:26][CH:25]=2)=[N:4][NH:3]1>C(O)C.[Pd]>[C:24]1([C:5]2[CH:6]=[C:7]([CH:8]3[CH2:13][CH2:12][NH:11][CH2:10][CH2:9]3)[C:2](=[O:1])[NH:3][N:4]=2)[CH:29]=[CH:28][CH:27]=[CH:26][CH:25]=1. Procedure details: Palladium (10% on carbon; 0.50 g) was added to a solution of benzyl 4-(3-oxo-6-phenyl-2,3-dihydropyridazin-4-yl)piperidine-1-carboxylate (1.10 g, 2.82 mmol) in ethanol (50 mL). The reaction vessel was evacuated and back-filled with nitrogen (3×), then back-filled with hydrogen (1 atm). After 24 h, the mixture was filtered through celite and concentrated to give the title compound (709 mg). MS 256.2 (M+1). The reactants are CC(=O)OCC1=C(N2[C@@H]([C@@H](C2=O)N)SC1)C(=O)O (7-aminocephalosporanic acid), Cl (hydrochloric acid), SC=1C=CC=2N(N1)N=NN2 (6-mercaptotetrazolo[4,5-b]pyridazine), C([O-])(O)=O.[Na+] (sodium bicarbonate). Solvent: CC(=O)C (acetone), O (water), CC(=O)C (acetone), O (water). Reaction conditions: temperature 50 celsius, time 7 minute. Yields the product NC1[C@@H]2N(C(=C(CS2)CSC=2C=CC=3N(N2)N=NN3)C(=O)O)C1=O (7-Amino-3-(tetrazolo[4,5-b]pyridazine-6-ylthiomethyl)-3-cephem-4-carboxylic Acid). The yield is 65.5%. Reaction SMILES: CC(O[CH2:5][C:6]1[CH2:15][S:14][C@@H:9]2[C@H:10]([NH2:13])[C:11](=[O:12])[N:8]2[C:7]=1[C:16]([OH:18])=[O:17])=O.C(=O)(O)[O-].[Na+].[SH:24][C:25]1[CH:26]=[CH:27][C:28]2[N:29]([N:31]=[N:32][N:33]=2)[N:30]=1.Cl>O.CC(C)=O>[NH2:13][CH:10]1[C:11](=[O:12])[N:8]2[C:7]([C:16]([OH:18])=[O:17])=[C:6]([CH2:5][S:24][C:25]3[CH:26]=[CH:27][C:28]4[N:29]([N:31]=[N:32][N:33]=4)[N:30]=3)[CH2:15][S:14][C@H:9]12 |f:1.2|. Procedure: 2.72 g of 7-aminocephalosporanic acid was suspended in 16 ml of water and 8 ml of acetone, and a suspension of 2.1 g of sodium bicarbonate in 16 ml of water was dropwise added thereto over a period of 7 minutes time. The inside temperature of a reactor was then increased to 50° C., and a suspension of 2.3 g of 6-mercaptotetrazolo[4,5-b]pyridazine in 35 ml of acetone was added dropwise thereto over a period of time of 10 minutes. The resulting mixture was refluxed for 6 hours at a stable inside t...